From a dataset of the Open Reaction Database (ORD), a public repository of structured organic reaction records. describe an organic reaction: reactants, conditions, products, and yield Starting materials: FC=1C=C(C2=C(C=CO2)C1)Br (5-fluoro-7-bromobenzofuran), bis(pinacolato)di-boron, C(C)(=O)[O-].[K+] (potassium acetate), P(=O)([O-])([O-])[O-].[K+].[K+].[K+] (potassium phosphate), C(C)(C)(C)OC(=O)N1C(C=C(CC1)OS(=O)(=O)C(F)(F)F)C (1-(tert-butoxycarbonyl)-2-methyl-4-trifluoromethylsulfonyloxy-1,2,5,6-tetrahydropyridine), C(C)(C)(C)OC(=O)N1C(C=C(CC1)OS(=O)(=O)C(F)(F)F)C (1-(tert-butoxycarbonyl)-2-methyl-4-trifluoromethylsulfonyloxy-1,2,5,6-tetrahydropyridine). Solvent: C1(=CC=CC=C1)C (toluene), C(C)OCC (diethyl ether), O1CCCC1 (tetrahydrofuran), C(C)OCC (diethyl ether). Reaction SMILES: [F:1][C:2]1[CH:3]=[C:4](Br)[C:5]2[O:9][CH:8]=[CH:7][C:6]=2[CH:10]=1.C([O-])(=O)C.[K+].P([O-])([O-])([O-])=O.[K+].[K+].[K+].[C:25]([O:29][C:30]([N:32]1[CH2:37][CH2:36][C:35](OS(C(F)(F)F)(=O)=O)=[CH:34][CH:33]1[CH3:46])=[O:31])([CH3:28])([CH3:27])[CH3:26]>O1CCCC1.[Pd](Cl)Cl.C1(P(C2C=CC=CC=2)[C-]2C=CC=C2)C=CC=CC=1.[C-]1(P(C2C=CC=CC=2)C2C=CC=CC=2)C=CC=C1.[Fe+2].C1(P([Pd-4](P(C2C=CC=CC=2)(C2C=CC=CC=2)C2C=CC=CC=2)(P(C2C=CC=CC=2)(C2C=CC=CC=2)C2C=CC=CC=2)P(C2C=CC=CC=2)(C2C=CC=CC=2)C2C=CC=CC=2)(C2C=CC=CC=2)C2C=CC=CC=2)C=CC=CC=1.C(OCC)C.C1(C)C=CC=CC=1>[C:25]([O:29][C:30]([N:32]1[CH2:37][CH2:36][C:35]([C:4]2[C:5]3[O:9][CH:8]=[CH:7][C:6]=3[CH:10]=[C:2]([F:1])[CH:3]=2)=[CH:34][CH:33]1[CH3:46])=[O:31])([CH3:28])([CH3:26])[CH3:27] |f:1.2,3.4.5.6,10.11.12|. Conditions: temperature 90 celsius. Isolated yield 69.5%. The reagents and catalysts are [Pd](Cl)Cl (palladium(II) chloride), C1(=CC=CC=C1)P([C-]1C=CC=C1)C1=CC=CC=C1.[C-]1(C=CC=C1)P(C1=CC=CC=C1)C1=CC=CC=C1.[Fe+2] (1,1′-bis(diphenylphosphino)ferrocene), C1(=CC=CC=C1)P(C1=CC=CC=C1)(C1=CC=CC=C1)[Pd-4](P(C1=CC=CC=C1)(C1=CC=CC=C1)C1=CC=CC=C1)(P(C1=CC=CC=C1)(C1=CC=CC=C1)C1=CC=CC=C1)P(C1=CC=CC=C1)(C1=CC=CC=C1)C1=CC=CC=C1 (tetrakis(triphenylphosphino)palladium(0)). Reported procedure: A flask purged of oxygen and under a nitrogen atmosphere was charged with 0.104 gm (0.482 mMol) 5-fluoro-7-bromobenzofuran, 0.184 gm (0.723 mMol) bis(pinacolato)di-boron, 0.0043 gm (0.0024 mMol) palladium(II) chloride, 0.016 gm (0.0029 mMol) 1,1′-bis(diphenylphosphino)ferrocene, 0.142 gm (1.45 mMol) potassium acetate, and 3 mL toluene. This mixture was heated at 90° C. for 5 hours and was then poured into 150 mL diethyl ether and filtered through a bed of celite. The filtrate was concentrated un... The product is C(C)(C)(C)OC(=O)N1C(C=C(CC1)C1=CC(=CC=2C=COC21)F)C (1-(tert-butoxycarbonyl)-2-methyl-4-(5-fluorobenzofur-7-yl)-1,2,5,6-tetrahydropyridine).